From a dataset of the Open Reaction Database (ORD), a public repository of structured organic reaction records. describe an organic reaction: reactants, conditions, products, and yield Starting materials: CCN(C(C)C)C(C)C (DIPEA), ClC(=O)OC1=CC=C(C=C1)[N+](=O)[O-] (p-Nitrophenyl chloroformate), compound 5, OCC1=CC=C(C=C1)N=NC1=C(C=C(OCC(=O)OC)C=C1)OC (methyl 2-(4-((4-(hydroxymethyl)phenyl)diazenyl)-3-methoxyphenoxy)acetate). Reagents/catalysts: CN(C)C=1C=CN=CC1 (DMAP). Solvent: C(Cl)Cl (DCM), C(Cl)Cl (DCM). Conditions: time 10 minute. Yields the product COC=1C=C(OCC(=O)OC)C=CC1N=NC1=CC=C(C=C1)COC(=O)OC1=CC=C(C=C1)[N+](=O)[O-] (methyl 2-(3-methoxy-4-((4-((((4-nitrophenoxy)carbonyl)oxy)methyl)phenyl)diazenyl)phenoxy)acetate). Reaction SMILES: [OH:1][CH2:2][C:3]1[CH:8]=[CH:7][C:6]([N:9]=[N:10][C:11]2[CH:22]=[CH:21][C:14]([O:15][CH2:16][C:17]([O:19][CH3:20])=[O:18])=[CH:13][C:12]=2[O:23][CH3:24])=[CH:5][CH:4]=1.CCN(C(C)C)C(C)C.Cl[C:35]([O:37][C:38]1[CH:43]=[CH:42][C:41]([N+:44]([O-:46])=[O:45])=[CH:40][CH:39]=1)=[O:36]>C(Cl)Cl.CN(C1C=CN=CC=1)C>[CH3:24][O:23][C:12]1[CH:13]=[C:14]([CH:21]=[CH:22][C:11]=1[N:10]=[N:9][C:6]1[CH:7]=[CH:8][C:3]([CH2:2][O:1][C:35]([O:37][C:38]2[CH:39]=[CH:40][C:41]([N+:44]([O-:46])=[O:45])=[CH:42][CH:43]=2)=[O:36])=[CH:4][CH:5]=1)[O:15][CH2:16][C:17]([O:19][CH3:20])=[O:18]. Procedure details: Compound 4 (0.1 g, 0.0302 mmol) was dissolved in DCM (15 mL) and freshly activated 4° A M.S (0.15 g) was added and reaction mixture stirred for 10 minutes. DIPEA (0.215 mL, 1.2 mmol) and DMAP (0.05 g) were added and reaction mixture cooled to 0° C. p-Nitrophenyl chloroformate (0.15 g, 0.0757 mmol) in DCM was added slowly and reaction mixture stirred at 0° C. for 1 hour, followed by an additional 4 hours at room temperature. The remaining procedure was followed as described for compound 5 to obta...